The task is: describe an organic reaction: reactants, conditions, products, and yield. This data is from the Open Reaction Database (ORD), a public repository of structured organic reaction records. Product: CCC(CC)COS(=O)(=O)c1ccc(C)cc1. Reactants: CCC(CC)CO, ClCCl, Cc1ccc(S(=O)(=O)Cl)cc1. RXN SMILES: [CH2:1]([CH3:2])[CH:3]([CH2:4][OH:5])[CH2:6][CH3:7].[Cl:19][CH2:20][Cl:21].[c:8]1([CH3:18])[cH:9][cH:10][c:11]([S:14](=[O:15])(=[O:16])[Cl:17])[cH:12][cH:13]1>>[CH2:1]([CH3:2])[CH:3]([CH2:4][O:5][S:14]([c:11]1[cH:10][cH:9][c:8]([CH3:18])[cH:13][cH:12]1)(=[O:15])=[O:16])[CH2:6][CH3:7]. The reactants are ClC1=NC2=CC=CC=C2C=N1 (2-chloroquinazoline), N1CCNCC1 (piperazine). Run in C1(=CC=CC=C1)C (toluene), C1(=CC=CC=C1)C (toluene). Conditions: temperature 0 celsius. The product is N1=C(N=CC2=CC=CC=C12)N1CCNCC1 (1-Quinazolin-2-ylpiperazine). Yield: 104.5%. RXN SMILES: Cl[C:2]1[N:11]=[CH:10][C:9]2[C:4](=[CH:5][CH:6]=[CH:7][CH:8]=2)[N:3]=1.[NH:12]1[CH2:17][CH2:16][NH:15][CH2:14][CH2:13]1>C1(C)C=CC=CC=1>[N:3]1[C:4]2[C:9](=[CH:8][CH:7]=[CH:6][CH:5]=2)[CH:10]=[N:11][C:2]=1[N:12]1[CH2:17][CH2:16][NH:15][CH2:14][CH2:13]1. Procedure details: A solution of 2-chloroquinazoline (5 g) in 20 mL of toluene is added dropwise to a refluxing solution of piperazine (20 g) in 150 mL of toluene. The solution is heated for an additional 24 hours. After cooling to 0° C. for about 30 minutes, the solution is filtered. The filtrate is extracted with 10% acetic acid. The aqueous extracts are washed with ether, basified and extracted with toluene. The toluene layer is then washed with water, dried and concentrated. The resulting material is placed un... Starting materials: CC=1NC(=CC1C1=NC(=CC=C1)C1=CC=C(C=C1)C=1CN(CCC1)CC1=CC=CC=C1)C (2-(2,5-dimethylpyrrolyl)-6-[4-(1-benzyl-1,2,5,6-tetrahydro-pyridin-3-yl)-phenyl]-pyridine), Cl.NO (hydroxylamine hydrochloride), C(C)O (ethanol). Solvent: O (water). The product is C(C1=CC=CC=C1)N1CC(=CCC1)C1=CC=C(C=C1)C1=CC=CC(=N1)N (6-[4-(1-Benzyl-1,2,5,6-tetrahydro-pyridin-3-yl)-phenyl]-pyridin-2-ylamine). RXN SMILES: CC1NC(C)=CC=1C1C=[CH:11][CH:10]=[C:9]([C:13]2[CH:18]=[CH:17][C:16]([C:19]3[CH2:20][N:21]([CH2:25][C:26]4[CH:31]=[CH:30][CH:29]=[CH:28][CH:27]=4)[CH2:22][CH2:23][CH:24]=3)=[CH:15][CH:14]=2)[N:8]=1.Cl.[NH2:34]O.[CH2:36](O)[CH3:37]>O>[CH2:25]([N:21]1[CH2:22][CH2:23][CH:24]=[C:19]([C:16]2[CH:15]=[CH:14][C:13]([C:9]3[N:8]=[C:37]([NH2:34])[CH:36]=[CH:11][CH:10]=3)=[CH:18][CH:17]=2)[CH2:20]1)[C:26]1[CH:27]=[CH:28][CH:29]=[CH:30][CH:31]=1 |f:1.2|. Procedure details: To a 100 mL round-bottomed flask equipped with condenser and N2 inlet were added 135 mg (0.322 mmol) 2-(2,5-dimethylpyrrolyl)-6-[4-(1-benzyl-1,2,5,6-tetrahydro-pyridin-3-yl)-phenyl]-pyridine, 112 mg (1.61 mmol) hydroxylamine hydrochloride, 5 mL ethanol, and 1 mL water. The reaction was refluxed 40 hours cooled, and the resulting precipitate, 6-[4-(1-benzyl-1,2,5,6-tetrahydro-pyridin-3-yl)-phenyl]-pyridin-2-ylamine dihydrochloride, filtered and dried, 22 mg (16.5%), mp 270-272° C. Additional mate... The reactants are C(C)(C)(C)OC(=O)N1CC2C(N(C=3C(=CC(=CC23)NC2=NC=CC=C2)C(F)(F)F)C)CC1 (5-methyl-8-(pyridinylamino)-6-trifluoromethyl-1,3,4,4a,5,9b-hexahydro-pyrido[4,3-b]indole-2-carboxylic acid tert-butyl ester), CC(C)(C)[O-].[Na+] (NaOt-Bu), C(C)(C)(C)OC(=O)N1C[C@@H]2[C@@H](N(C=3C(=CC(=CC23)Br)C#N)C)CC1 ((4aS,9bR)-8-bromo-6-cyano-5-methyl-1,3,4,4a,5,9b-hexahydro-pyrido[4,3-b]indole-2-carboxylic acid tert-butyl ester), NC=1C=NC=CC1 (3-amino-pyridine). The product is CN1[C@@H]2[C@H](C3=CC(=CC(=C13)C#N)NC=1C=NC=CC1)CNCC2 ((4aS,9bR)-5-methyl-8-(pyridin-3-ylamino)-2,3,4,4a,5,9b-hexahydro-1H-pyrido[4,3-b]indole-6-carbonitrile). RXN SMILES: C(OC(N1CCC2N(C)C3C(C(F)(F)F)=CC(NC4C=CC=CN=4)=CC=3C2C1)=O)(C)(C)C.C(OC([N:40]1[CH2:56][CH2:55][C@@H:43]2[N:44]([CH3:54])[C:45]3[C:46]([C:52]#[N:53])=[CH:47][C:48](Br)=[CH:49][C:50]=3[C@@H:42]2[CH2:41]1)=O)(C)(C)C.[NH2:57][C:58]1[CH:59]=[N:60][CH:61]=[CH:62][CH:63]=1.CC([O-])(C)C.[Na+]>>[CH3:54][N:44]1[C:45]2[C:50](=[CH:49][C:48]([NH:57][C:58]3[CH:59]=[N:60][CH:61]=[CH:62][CH:63]=3)=[CH:47][C:46]=2[C:52]#[N:53])[C@@H:42]2[CH2:41][NH:40][CH2:56][CH2:55][C@H:43]12 |f:3.4|. Reported procedure: The title compound was prepared by following the general method for (5-Methyl-6-trifluoromethyl-2,3,4,4a,5,9b-hexahydro-1H-pyrido[4,3-b]indol-8-yl)-pyridin-3-yl-amine (Method A) as an oil (40 mg, 26%) from (4aS,9bR)-8-bromo-6-cyano-5-methyl-1,3,4,4a,5,9b-hexahydro-pyrido[4,3-b]indole-2-carboxylic acid tert-butyl ester (Example 158, 196 mg, 0.5 mmol), 3-amino-pyridine (141 mg, 1.5 mmol) and NaOt-Bu (144 mg, 1.5 mmol). MS (ESI): 306 (base, M+H). Reactants: Cc1nc(-c2cccnc2)ncc1C(=O)O, CCOC(C)=O, CCN(C(C)C)C(C)C, CC1(C)CN(N)c2ccc(F)cc21, CN(C)C=O, O. Product: Cc1nc(-c2cccnc2)ncc1C(=O)NN1CC(C)(C)c2cc(F)ccc21. RXN SMILES: [CH3:1][c:2]1[n:3][c:4](-[c:11]2[cH:12][n:13][cH:14][cH:15][cH:16]2)[n:5][cH:6][c:7]1[C:8](=[O:9])[OH:10].[CH3:39][CH2:40][O:41][C:42]([CH3:43])=[O:44].[CH:17]([N:18]([CH2:19][CH3:20])[CH:21]([CH3:22])[CH3:23])([CH3:24])[CH3:25].[F:26][c:27]1[cH:28][c:29]2[c:33]([cH:34][cH:35]1)[N:32]([NH2:36])[CH2:31][C:30]2([CH3:37])[CH3:38].[O:45]=[CH:46][N:47]([CH3:48])[CH3:49].[OH2:50]>>[CH3:1][c:2]1[n:3][c:4](-[c:11]2[cH:12][n:13][cH:14][cH:15][cH:16]2)[n:5][cH:6][c:7]1[C:8](=[O:10])[NH:36][N:32]1[CH2:31][C:30]([CH3:37])([CH3:38])[c:29]2[cH:28][c:27]([F:26])[cH:35][cH:34][c:33]21. The reactants are O (water), [BH4-].[Na+] (sodium borohydride), N1(C=NC=C1)C(=O)C1=CC=C(S1)CCC=1N=C(SC1)NC(C)=O (N-(4-{2-[5-(1H-imidazol-1-ylcarbonyl)thiophen-2-yl]ethyl}-1,3-thiazol-2-yl)acetamide). Run in O1CCCC1 (tetrahydrofuran). Run at temperature 0 celsius, time 1.5 hour. Yields the product OCC1=CC=C(S1)CCC=1N=C(SC1)NC(C)=O (N-(4-{2-[5-(hydroxymethyl)thiophen-2-yl]ethyl}-1,3-thiazol-2-yl)acetamide). Isolated yield 87.6%. RXN SMILES: N1([C:6]([C:8]2[S:12][C:11]([CH2:13][CH2:14][C:15]3[N:16]=[C:17]([NH:20][C:21](=[O:23])[CH3:22])[S:18][CH:19]=3)=[CH:10][CH:9]=2)=[O:7])C=CN=C1.O.[BH4-].[Na+]>O1CCCC1>[OH:7][CH2:6][C:8]1[S:12][C:11]([CH2:13][CH2:14][C:15]2[N:16]=[C:17]([NH:20][C:21](=[O:23])[CH3:22])[S:18][CH:19]=2)=[CH:10][CH:9]=1 |f:2.3|. Reported procedure: A solution of N-(4-{2-[5-(1H-imidazol-1-ylcarbonyl)thiophen-2-yl]ethyl}-1,3-thiazol-2-yl)acetamide (220.0 mg, 0.635 mmol) in anhydrous tetrahydrofuran (17.6 ml) was cooled to 0° C., and water (4.4 ml) and sodium borohydride (240.2 mg, 6.350 mmol) were added. After stirring at 0° C. for 1.5 hr, the reaction mixture was concentrated to about 2 ml, and saturated aqueous ammonium chloride (20 ml) was added dropwise. This was extracted 3 times with ethyl acetate, and the combined organic layer was wa... Starting materials: ClCCl, O=S(Cl)Cl, CN(CCO)C1Nc2ncccc2Cc2ccccc21. Product: CN(CCCl)C1Nc2ncccc2Cc2ccccc21. RXN SMILES: [Cl:25][CH2:26][Cl:27].[S:1]([Cl:2])([Cl:3])=[O:4].[n:5]1[cH:6][cH:7][cH:8][c:9]2[c:10]1[NH:11][CH:12]([N:20]([CH3:21])[CH2:22][CH2:23][OH:24])[c:13]1[c:14]([cH:16][cH:17][cH:18][cH:19]1)[CH2:15]2>>[Cl:3][CH2:23][CH2:22][N:20]([CH:12]1[NH:11][c:10]2[n:5][cH:6][cH:7][cH:8][c:9]2[CH2:15][c:14]2[c:13]1[cH:19][cH:18][cH:17][cH:16]2)[CH3:21].